describe an organic reaction: reactants, conditions, products, and yield From a dataset of the Open Reaction Database (ORD), a public repository of structured organic reaction records. Reactants: CCOC(=O)c1cc2cc(C(=N)NCc3ccccc3)ccc2o1, Cl, [Na+], C1CCOC1, [OH-]. The product is N=C(NCc1ccccc1)c1ccc2oc(C(=O)O)cc2c1, Cl. As a reaction SMILES: [CH2:1]([c:2]1[cH:3][cH:4][cH:5][cH:6][cH:7]1)[NH:8][C:9](=[NH:10])[c:11]1[cH:12][cH:13][c:14]2[c:15]([cH:16][c:17]([C:19](=[O:20])[O:21][CH2:22][CH3:23])[o:18]2)[cH:24]1.[ClH:27].[Na+:26].[O:28]1[CH2:29][CH2:30][CH2:31][CH2:32]1.[OH-:25]>>[CH2:1]([c:2]1[cH:3][cH:4][cH:5][cH:6][cH:7]1)[NH:8][C:9](=[NH:10])[c:11]1[cH:12][cH:13][c:14]2[c:15]([cH:16][c:17]([C:19](=[O:20])[OH:21])[o:18]2)[cH:24]1.[ClH:27]. Conditions: time 1 hour. Run in O1CCCC1 (tetrahydrofuran). Reaction SMILES: [SH:1][C:2]([CH3:18])([CH3:17])[CH2:3][NH:4][C:5]1[CH:10]=[CH:9][CH:8]=[CH:7][C:6]=1[NH:11][CH2:12][C:13]([CH3:16])([SH:15])[CH3:14].[H-].[Na+].[CH3:21]I>O1CCCC1>[CH3:21][S:1][C:2]([CH3:18])([CH3:17])[CH2:3][NH:4][C:5]1[CH:10]=[CH:9][CH:8]=[CH:7][C:6]=1[NH:11][CH2:12][C:13]([SH:15])([CH3:16])[CH3:14] |f:1.2|. Reactants: SC(CNC1=C(C=CC=C1)NCC(C)(S)C)(C)C (1,2-Bis (2-Mercapto-2-methylpropylamino)benzene), [H-].[Na+] (sodium hydride), CI (Methyl iodide). Yields the product CSC(CNC1=C(C=CC=C1)NCC(C)(C)S)(C)C (1-[2-methylthio-2 -methylpropylamino]-2-(2-mercapto-2-methylpropylamino)benzene). Reported procedure: 1,2-Bis (2-Mercapto-2-methylpropylamino)benzene (0.47 g, 1.69×10-3 mol), and 0.09 g (1.85×10-3 mol, 110 M%) sodium hydride were dissolved in 25 ml tetrahydrofuran. Methyl iodide (0.080 ml, 1.27×10-3 mol, 75 M%) was added, and the mixture was stirred under nitrogen for 1 hour. The excess hydride was destroyed by the slow addition of 10 ml 0.5 M HCl. The mixture was shaken with a mixture of 100 ml ether and 100 ml 0.5 N HCl. The aqueous layer was extracted with an additional 50 ml portion of ether... Yield: 79.1%.